This data is from the Open Reaction Database (ORD), a public repository of structured organic reaction records. The task is: describe an organic reaction: reactants, conditions, products, and yield The reactants are FC1=C(C=C(OC2=NC=CC=3C(=CC=CC23)N)C=C1)C(F)(F)F (1-(4-fluoro-3-(trifluoromethyl)phenoxy)isoquinolin-5-amine), CCN(C(C)C)C(C)C (DIPEA), ClC1=C(C(=O)O)C=C(C=C1)CNC(C(C)(C)C)=O (2-chloro-5-(pivalamidomethyl)benzoic acid), C(C(=O)Cl)(=O)Cl (oxalyl chloride). Reagents/catalysts: CN(C)C=O (DMF). The solvent is C(Cl)Cl (CH2Cl2). Product: ClC1=C(C(=O)NC2=C3C=CN=C(C3=CC=C2)OC2=CC(=C(C=C2)F)C(F)(F)F)C=C(C=C1)CNC(C(C)(C)C)=O (2-Chloro-N-(1-(4-fluoro-3-(trifluoromethyl)phenoxy)isoquinolin-5-yl)-5-(pivalamidomethyl)benzamide). The yield is 18.9%. As a reaction SMILES: [F:1][C:2]1[CH:19]=[CH:18][C:5]([O:6][C:7]2[C:16]3[CH:15]=[CH:14][CH:13]=[C:12]([NH2:17])[C:11]=3[CH:10]=[CH:9][N:8]=2)=[CH:4][C:3]=1[C:20]([F:23])([F:22])[F:21].[Cl:24][C:25]1[CH:33]=[CH:32][C:31]([CH2:34][NH:35][C:36](=[O:41])[C:37]([CH3:40])([CH3:39])[CH3:38])=[CH:30][C:26]=1[C:27](O)=[O:28].C(Cl)(=O)C(Cl)=O.CCN(C(C)C)C(C)C>CN(C=O)C.C(Cl)Cl>[Cl:24][C:25]1[CH:33]=[CH:32][C:31]([CH2:34][NH:35][C:36](=[O:41])[C:37]([CH3:39])([CH3:38])[CH3:40])=[CH:30][C:26]=1[C:27]([NH:17][C:12]1[CH:13]=[CH:14][CH:15]=[C:16]2[C:11]=1[CH:10]=[CH:9][N:8]=[C:7]2[O:6][C:5]1[CH:18]=[CH:19][C:2]([F:1])=[C:3]([C:20]([F:23])([F:21])[F:22])[CH:4]=1)=[O:28]. Procedure details: The title compound was prepared following the procedure described in Example-1 using 1-(4-fluoro-3-(trifluoromethyl)phenoxy)isoquinolin-5-amine (Intermediate-42, 80 mg, 0.24 mmol), 2-chloro-5-(pivalamidomethyl)benzoic acid (Intermediate-5, 134 mg, 0.49 mmol), oxalyl chloride (93 mg, 0.74 mmol), DMF (1 drop) and DIPEA (93 mg, 0.72 mmol) in CH2Cl2 (5 mL) to afford 26 mg of the title product. 1H NMR (300 MHz, DMSO-d6): δ 10.75 (s, 1H), 8.30 (d, 1H), 8.21 (t, 1H), 8.08 (d, J=7.5 Hz, 1H), 7.98 (d, J=... Reactants: ClCCl, CN, Cl, O=C(Cl)c1cc(-c2ccc(Cl)cc2)c(-c2ccc(Cl)cc2Cl)nc1OCc1ccc(F)c(F)c1. Yields the product CNC(=O)c1cc(-c2ccc(Cl)cc2)c(-c2ccc(Cl)cc2Cl)nc1OCc1ccc(F)c(F)c1. Reaction SMILES: [CH2:38]([Cl:39])[Cl:40].[CH3:36][NH2:37].[ClH:35].[F:1][c:2]1[cH:3][c:4]([CH2:5][O:6][c:7]2[n:8][c:9](-[c:23]3[c:24]([Cl:30])[cH:25][c:26]([Cl:29])[cH:27][cH:28]3)[c:10](-[c:16]3[cH:17][cH:18][c:19]([Cl:22])[cH:20][cH:21]3)[cH:11][c:12]2[C:13](=[O:14])[Cl:15])[cH:31][cH:32][c:33]1[F:34]>>[F:1][c:2]1[cH:3][c:4]([CH2:5][O:6][c:7]2[n:8][c:9](-[c:23]3[c:24]([Cl:30])[cH:25][c:26]([Cl:29])[cH:27][cH:28]3)[c:10](-[c:16]3[cH:17][cH:18][c:19]([Cl:22])[cH:20][cH:21]3)[cH:11][c:12]2[C:13](=[O:14])[NH:37][CH3:36])[cH:31][cH:32][c:33]1[F:34].